describe an organic reaction: reactants, conditions, products, and yield From a dataset of the Open Reaction Database (ORD), a public repository of structured organic reaction records. The reactants are COc1cc(F)c(C(Nc2ccc(Br)c(CNC(=O)OC(C)(C)C)c2)c2nn(-c3ccccc3[N+](=O)[O-])c(=O)[nH]2)cc1OC, CC(=O)O, CO, [Fe], O. The product is COc1cc(F)c(C(Nc2ccc(Br)c(CNC(=O)OC(C)(C)C)c2)c2nn(-c3ccccc3N)c(=O)[nH]2)cc1OC. Reaction SMILES: [C:1]([CH3:2])([CH3:3])([CH3:4])[O:5][C:6]([NH:7][CH2:8][c:9]1[c:10]([Br:43])[cH:11][cH:12][c:13]([NH:15][CH:16]([c:17]2[n:18][n:19](-[c:23]3[c:24]([N+:29]([O-:30])=[O:31])[cH:25][cH:26][cH:27][cH:28]3)[c:20](=[O:22])[nH:21]2)[c:32]2[c:33]([F:42])[cH:34][c:35]([O:40][CH3:41])[c:36]([O:38][CH3:39])[cH:37]2)[cH:14]1)=[O:44].[C:47]([OH:48])(=[O:49])[CH3:50].[CH3:51][OH:52].[Fe:45].[OH2:46]>>[C:1]([CH3:2])([CH3:3])([CH3:4])[O:5][C:6]([NH:7][CH2:8][c:9]1[c:10]([Br:43])[cH:11][cH:12][c:13]([NH:15][CH:16]([c:17]2[n:18][n:19](-[c:23]3[c:24]([NH2:29])[cH:25][cH:26][cH:27][cH:28]3)[c:20](=[O:22])[nH:21]2)[c:32]2[c:33]([F:42])[cH:34][c:35]([O:40][CH3:41])[c:36]([O:38][CH3:39])[cH:37]2)[cH:14]1)=[O:44]. The reactants are C(C)(C)[N-]C(C)C.[Li+] (lithium diisopropylamide), C(C)(C)(C)C1=CC=C(CBr)C=C1 (4-tert-butylbenzyl bromide), C(C1=CC=CC=C1)N1C(COCC1)=O (N-benzyl morpholin-3-one), C(C1=CC=CC=C1)N1C(COCC1)=O (N-benzyl morpholin-3-one), [Cl-].[NH4+] (ammonium chloride). Run in O1CCCC1 (tetrahydrofuran), O1CCCC1 (tetrahydrofuran), O1CCCC1 (tetrahydrofuran), O (water). Reaction conditions: temperature -78 celsius. Product: C(C1=CC=CC=C1)N1C(C(OCC1)CC1=CC=C(C=C1)C(C)(C)C)=O (N-benzyl-2-(4-tert-butylphenylmethyl)morpholin-3-one). Reaction SMILES: [CH2:1]([N:8]1[CH2:13][CH2:12][O:11][CH2:10][C:9]1=[O:14])[C:2]1[CH:7]=[CH:6][CH:5]=[CH:4][CH:3]=1.C([N-]C(C)C)(C)C.[Li+].[C:23]([C:27]1[CH:34]=[CH:33][C:30]([CH2:31]Br)=[CH:29][CH:28]=1)([CH3:26])([CH3:25])[CH3:24].[Cl-].[NH4+]>O1CCCC1.O>[CH2:1]([N:8]1[CH2:13][CH2:12][O:11][CH:10]([CH2:31][C:30]2[CH:33]=[CH:34][C:27]([C:23]([CH3:26])([CH3:25])[CH3:24])=[CH:28][CH:29]=2)[C:9]1=[O:14])[C:2]1[CH:3]=[CH:4][CH:5]=[CH:6][CH:7]=1 |f:1.2,4.5|. Procedure details: A solution of the N-benzyl morpholin-3-one (4.46 g, 23.4 mmol) obtained in (i) in tetrahydrofuran (25 ml) was added dropwise over a period of 15 minutes to a solution of lithium diisopropylamide (28.0 mmol [prepared from diisopropylamine (3.93 ml, 28.0 mmol) and n-butyl lithium (2.5 M in hexanes, 11.2 ml, 28.0 mmol)]) in tetrahydrofuran (50 ml), with stirring, at -78° C. The resulting solution was stirred for 45 minutes and then 4-tert-butylbenzyl bromide (6.0 ml, 32.7 mmol) in tetrahydrofuran (... Reported procedure: To a solution of 2.56 g of this crude 3-phenylbenzylisocyanate in 8 ml of toluene was added dropwise 0.78 g (13 mmol) of N,N-dimethylhydrazine with ice-cooling. The mixture was removed from an ice bath and stirred for 1.5 hours. The reaction mixture was concentrated and the residue was subjected to silica gel column chromatography (eluted with n-hexane:ethyl acetate=1:1 and then 1:2) to obtain 1.40 g (5.20 mmol) of 1,1-dimethyl-4-(3-phenylbenzyl)semicarbazide. The solvent is C1(=CC=CC=C1)C (toluene). Starting materials: C(C)(=O)OCC (ethyl acetate), C1(=CC=CC=C1)C=1C=C(CN=C=O)C=CC1 (3-phenylbenzylisocyanate), CN(N)C (N,N-dimethylhydrazine). Run at time 1.5 hour. Reaction SMILES: [C:1]1([C:7]2[CH:8]=[C:9]([CH:14]=[CH:15][CH:16]=2)[CH2:10][N:11]=[C:12]=[O:13])[CH:6]=[CH:5][CH:4]=[CH:3][CH:2]=1.[CH3:17][N:18]([CH3:20])[NH2:19].C(OCC)(=O)C>C1(C)C=CC=CC=1>[CH3:17][N:18]([CH3:20])[NH:19][C:12]([NH:11][CH2:10][C:9]1[CH:14]=[CH:15][CH:16]=[C:7]([C:1]2[CH:2]=[CH:3][CH:4]=[CH:5][CH:6]=2)[CH:8]=1)=[O:13]. Isolated yield 42.5%. Yields the product CN(NC(=O)NCC1=CC(=CC=C1)C1=CC=CC=C1)C (1,1-dimethyl-4-(3-phenylbenzyl)semicarbazide). Starting materials: CCOC(=O)C(=O)OCC, C1CCOC1, O=Cc1ccc(Cl)c(Cl)c1, CCOC(=O)CF, [H-], [Na+]. Product: CCOC(=O)C(F)=Cc1ccc(Cl)c(Cl)c1. As a reaction SMILES: [C:3]([O:4][CH2:5][CH3:6])(=[O:7])[C:8]([O:9][CH2:10][CH3:11])=[O:12].[CH2:30]1[O:31][CH2:32][CH2:33][CH2:34]1.[Cl:20][c:21]1[cH:22][c:23]([CH:24]=[O:25])[cH:26][cH:27][c:28]1[Cl:29].[F:13][CH2:14][C:15](=[O:16])[O:17][CH2:18][CH3:19].[H-:1].[Na+:2]>>[F:13][C:14]([C:15](=[O:16])[O:17][CH2:18][CH3:19])=[CH:24][c:23]1[cH:22][c:21]([Cl:20])[c:28]([Cl:29])[cH:27][cH:26]1. The reactants are [Li] (lithium), [H-] (hydride), N1(CCCC1)C(=O)C1NCCSC1 (3-(pyrrolidine-1-carbonyl)thiomorpholine), [Li] (lithium), [H-] (hydride), O.O.O.O.O.O.O.O.O.O.S(=O)(=O)([O-])[O-].[Na+].[Na+] (sodium sulfate decahydrate). The solvent is O1CCCC1 (tetrahydrofuran), O1CCCC1 (tetrahydrofuran). The product is N1(CCCC1)CC1NCCSC1 (3-(pyrrolidin-1-ylmethyl)thiomorpholine). Yield: 92.1%. Reaction SMILES: [N:1]1([C:6]([CH:8]2[CH2:13][S:12][CH2:11][CH2:10][NH:9]2)=O)[CH2:5][CH2:4][CH2:3][CH2:2]1.[Li].[H-].O.O.O.O.O.O.O.O.O.O.S([O-])([O-])(=O)=O.[Na+].[Na+]>O1CCCC1>[N:1]1([CH2:6][CH:8]2[CH2:13][S:12][CH2:11][CH2:10][NH:9]2)[CH2:2][CH2:3][CH2:4][CH2:5]1 |f:3.4.5.6.7.8.9.10.11.12.13.14.15,^1:13|. Procedure: A solution of 1.6 g of 3-(pyrrolidine-1-carbonyl)thiomorpholine in 200 ml of tetrahydrofuran was added dropwise to a mixture of 1.0 g of lithium alminum hydride and 100 ml of tetrahydrofuran under ice-cooling and a stream of nitrogen. Excess lithium alminum hydride was decomposed using 15 g of sodium sulfate decahydrate. Celite filtration using methylene chloride was carried out. The solvent was concentrated under reduced pressure to yield 1.37 g (93%) of 3-(pyrrolidin-1-ylmethyl)thiomorpholine. The reactants are [Br-], [Br-], [Br-], CC(=O)c1ccc(OCc2ccccc2)c2[nH]c(=O)sc12, C1CCOC1, O, C[N+](C)(C)c1ccccc1, C[N+](C)(C)c1ccccc1, C[N+](C)(C)c1ccccc1. Yields the product O=C(CBr)c1ccc(OCc2ccccc2)c2[nH]c(=O)sc12. As a reaction SMILES: [Br-:22].[Br-:23].[Br-:24].[C:1]([CH3:2])(=[O:3])[c:4]1[cH:5][cH:6][c:7]([O:14][CH2:15][c:16]2[cH:17][cH:18][cH:19][cH:20][cH:21]2)[c:8]2[nH:9][c:10](=[O:13])[s:11][c:12]12.[CH2:55]1[O:56][CH2:57][CH2:58][CH2:59]1.[OH2:60].[c:25]1([N+:26]([CH3:27])([CH3:28])[CH3:29])[cH:30][cH:31][cH:32][cH:33][cH:34]1.[c:35]1([N+:36]([CH3:37])([CH3:38])[CH3:39])[cH:40][cH:41][cH:42][cH:43][cH:44]1.[c:45]1([N+:46]([CH3:47])([CH3:48])[CH3:49])[cH:50][cH:51][cH:52][cH:53][cH:54]1>>[C:1]([CH2:2][Br:22])(=[O:3])[c:4]1[cH:5][cH:6][c:7]([O:14][CH2:15][c:16]2[cH:17][cH:18][cH:19][cH:20][cH:21]2)[c:8]2[nH:9][c:10](=[O:13])[s:11][c:12]12. As a reaction SMILES: [CH3:26][CH2:27][OH:28].[ClH:25].[H:23][H:24].[N+:1]([O-:2])(=[O:3])[c:4]1[c:5](=[O:20])[nH:6][c:7](-[c:10]2[c:11]([O:16][CH2:17][CH2:18][CH3:19])[cH:12][cH:13][cH:14][cH:15]2)[cH:8][cH:9]1.[Na+:22].[OH-:21].[OH2:29]>>[NH2:1][c:4]1[c:5](=[O:20])[nH:6][c:7](-[c:10]2[c:11]([O:16][CH2:17][CH2:18][CH3:19])[cH:12][cH:13][cH:14][cH:15]2)[cH:8][cH:9]1. Yields the product CCCOc1ccccc1-c1ccc(N)c(=O)[nH]1. Starting materials: CCO, Cl, [H][H], CCCOc1ccccc1-c1ccc([N+](=O)[O-])c(=O)[nH]1, [Na+], [OH-], O.